From a dataset of the Open Reaction Database (ORD), a public repository of structured organic reaction records. describe an organic reaction: reactants, conditions, products, and yield Reactants: crude product, Cl.C(C)N=C=NCCCN(C)C (1-ethyl-3-(3-dimethylaminopropyl)carbodiimide hydrochloride), O.ON1N=NC2=C1C=CC=C2 (1-hydroxybenzotriazole monohydrate), N1N=C(C2=CC=CC=C12)/C=C/C1=CC=C(C(=O)O)C=C1 ((E)-4-[2-(1H-indazol-3-yl)vinyl]benzoic acid), CN1CCOCC1 (N-methylmorpholine), C(C)(C)NC(CN1CCNCC1)=O (N-isopropyl-2-(piperazin-1-yl)acetamide). Product: Cl.Cl.N1N=C(C2=CC=CC=C12)/C=C/C1=CC=C(C(=O)N2CCN(CC2)CC(NC(C)C)=O)C=C1 ((E)-1-{4-[2-(1H-indazol-3-yl)vinyl]benzoyl}-4-[2-oxo-2-(isopropylamino)ethyl]piperazine dihydrochloride). Yield: 37.3%. As a reaction SMILES: [NH:1]1[C:9]2[C:4](=[CH:5][CH:6]=[CH:7][CH:8]=2)[C:3](/[CH:10]=[CH:11]/[C:12]2[CH:20]=[CH:19][C:15]([C:16]([OH:18])=O)=[CH:14][CH:13]=2)=[N:2]1.CN1CCOCC1.[ClH:28].C(N=C=NCCCN(C)C)C.O.ON1C2C=CC=CC=2N=N1.[CH:51]([NH:54][C:55](=[O:63])[CH2:56][N:57]1[CH2:62][CH2:61][NH:60][CH2:59][CH2:58]1)([CH3:53])[CH3:52]>>[ClH:28].[ClH:28].[NH:1]1[C:9]2[C:4](=[CH:5][CH:6]=[CH:7][CH:8]=2)[C:3](/[CH:10]=[CH:11]/[C:12]2[CH:13]=[CH:14][C:15]([C:16]([N:60]3[CH2:59][CH2:58][N:57]([CH2:56][C:55](=[O:63])[NH:54][CH:51]([CH3:52])[CH3:53])[CH2:62][CH2:61]3)=[O:18])=[CH:19][CH:20]=2)=[N:2]1 |f:2.3,4.5,7.8.9|. Reported procedure: The crude product obtained using (E)-4-[2-(1H-indazol-3-yl)vinyl]benzoic acid (200 mg, 0.757 mmol) obtained in Step 6 of Example 1, N-methylmorpholine (0.166 mL, 1.51 mmol), 1-ethyl-3-(3-dimethylaminopropyl)carbodiimide hydrochloride (203 mg, 1.06 mmol), 1-hydroxybenzotriazole monohydrate (133 mg, 0.984 mmol) and N-isopropyl-2-(piperazin-1-yl)acetamide (210 mg, 1.14 mmol) in a similar manner to Step 7 of Example 1, was purified by silica gel column chromatography (chloroform/methanol=80/20), fol...